The task is: describe an organic reaction: reactants, conditions, products, and yield. This data is from the Open Reaction Database (ORD), a public repository of structured organic reaction records. The reactants are C1(=CC=CC=C1)C(OC1CCN(CC1)CCCN)C1=CC=CC=C1 (4-(diphenylmethoxy)-1-piperidinepropaneamine), ClC=1C=CC=2N(N1)C=C(N2)C(C(=O)OCC)(C)C (ethyl 2-(6-chloroimidazo[1,2-b]pyridazin-2-yl)-2-methylpropionate), O (water), C(O)([O-])=O.[Na+] (sodium hydrogencarbonate). The solvent is CN1C(CCC1)=O (N-methyl-2-pyrrolidinone). Run at temperature 193 celsius, time 4.5 hour. Yields the product C1(=CC=CC=C1)C(OC1CCN(CC1)CCCNC=1C=CC=2N(N1)C=C(N2)C(C(=O)OCC)(C)C)C2=CC=CC=C2 (Ethyl 2-[6-[3-[4-(Diphenylmethoxy)piperidino]propylamino]imidazo[1,2-b]pyridazin-2-yl]-2-methylpropionate). Yield: 92.5%. RXN SMILES: [C:1]1([CH:7]([C:19]2[CH:24]=[CH:23][CH:22]=[CH:21][CH:20]=2)[O:8][CH:9]2[CH2:14][CH2:13][N:12]([CH2:15][CH2:16][CH2:17][NH2:18])[CH2:11][CH2:10]2)[CH:6]=[CH:5][CH:4]=[CH:3][CH:2]=1.Cl[C:26]1[CH:27]=[CH:28][C:29]2[N:30]([CH:32]=[C:33]([C:35]([CH3:42])([CH3:41])[C:36]([O:38][CH2:39][CH3:40])=[O:37])[N:34]=2)[N:31]=1.O.C(=O)([O-])O.[Na+]>CN1CCCC1=O>[C:19]1([CH:7]([C:1]2[CH:2]=[CH:3][CH:4]=[CH:5][CH:6]=2)[O:8][CH:9]2[CH2:14][CH2:13][N:12]([CH2:15][CH2:16][CH2:17][NH:18][C:26]3[CH:27]=[CH:28][C:29]4[N:30]([CH:32]=[C:33]([C:35]([CH3:41])([CH3:42])[C:36]([O:38][CH2:39][CH3:40])=[O:37])[N:34]=4)[N:31]=3)[CH2:11][CH2:10]2)[CH:24]=[CH:23][CH:22]=[CH:21][CH:20]=1 |f:3.4|. Reported procedure: In 13.4 mL of N-methyl-2-pyrrolidinone were dissolved 6.49 g (20 mmol) of 4-(diphenylmethoxy)-1-piperidinepropaneamine and 2.68 g (10.0 mmol) of ethyl 2-(6-chloroimidazo[1,2-b]pyridazin-2-yl)-2-methylpropionate, heated to 191-195° C. under a nitrogen atmosphere and stirred for 4.5 hours. After cooling to room temperature, 20 mL of water and 1.01 g (2 mmol) of sodium hydrogencarbonate were added and extracted twice with 30 mL of ethyl acetate. The extract was washed with 20 mL of water three time... RXN SMILES: [C:1]([C:5]1[CH:10]=[C:9]([SH:11])[CH:8]=[C:7]([C:12]([CH3:15])([CH3:14])[CH3:13])[C:6]=1[OH:16])([CH3:4])([CH3:3])[CH3:2].[CH2:17]=[O:18].[OH-].[K+]>CO>[C:1]([C:5]1[CH:10]=[C:9]([S:11][CH2:17][OH:18])[CH:8]=[C:7]([C:12]([CH3:15])([CH3:14])[CH3:13])[C:6]=1[OH:16])([CH3:4])([CH3:3])[CH3:2] |f:2.3|. Yields the product C(C)(C)(C)C=1C=C(C=C(C1O)C(C)(C)C)SCO (1-(3,5-Di-tert-butyl-4-hydroxyphenylthio)-1-hydroxymethane). Run in CO (methyl alcohol). Procedure details: To a stirred solution of 28.6 g of 2,6-di-tert-butyl-4-mercaptophenol and 9.74 g of 37% aqueous formaldehyde in 100 ml of methyl alcohol was added several drops of a 10 M potassium hydroxide solution. The reaction mixture was stirred for 13 hours and the volatiles were removed in vacuo. The residue was recrystallized from petroleum ether to give a white solid, m.p. 79°-82° C. The reactants are C(C)(C)(C)C1=C(C(=CC(=C1)S)C(C)(C)C)O (2,6-di-tert-butyl-4-mercaptophenol), C=O (formaldehyde), [OH-].[K+] (potassium hydroxide). Conditions: time 13 hour. Reactants: FC1=C(N)C=C(C=C1)[N+](=O)[O-] (2-fluoro-5-nitroaniline), O (water), C(C)(=O)O (acetic acid), Br (hydrogen bromide), N(=O)[O-].[Na+] (sodium nitrite), solution, Br (hydrogen bromide). The reagents and catalysts are [Cu](Br)Br (copper bromide). Conditions: temperature 0 celsius, time 1 hour. Product: BrC1=C(C=CC(=C1)[N+](=O)[O-])F (2-bromo-1-fluoro-4-nitrobenzene). Reaction SMILES: [F:1][C:2]1[CH:8]=[CH:7][C:6]([N+:9]([O-:11])=[O:10])=[CH:5][C:3]=1N.O.C(O)(=O)C.N([O-])=O.[Na+].[BrH:21]>[Cu](Br)Br>[Br:21][C:3]1[CH:5]=[C:6]([N+:9]([O-:11])=[O:10])[CH:7]=[CH:8][C:2]=1[F:1] |f:3.4|. Reported procedure: To a mixture of 2-fluoro-5-nitroaniline (25.90 g), 47% aqueous hydrogen bromide (100 ml), water (200 ml) and acetic acid (200 ml) was added dropwise an aqueous sodium nitrite (11.56 g) solution (100 ml), and the mixture was stirred at 0° C. for 1 h. This mixture was added at 0° C. to a solution of copper bromide (CuBr: 27.30 g) dissolved in 47% aqueous hydrogen bromide (100 ml) and the mixture was stirred at room temperature for 16 h. The reaction mixture was extracted with ethyl acetate, dried ... Reactants: COC(C1=CC(=CC=C1)CBr)=O (3-bromomethyl-benzoic acid methyl ester), ClC=1C=C(C=CC1F)[C@H]1C[C@]12C(NC1=CC=CC=C21)=O ((1S,2R)-2-(3-chloro-4-fluorophenyl)spiro[cyclopropane-1,3′-indolin]-2′-one), 422.2. Product: ClC=1C=C(C=CC1F)[C@H]1C[C@]12C(N(C1=CC=CC=C21)CC=2C=C(C(=O)O)C=CC2)=O ((1S,2R)-3-((2-(3-chloro-4-fluorophenyl)-2′-oxospiro[cyclopropane-1,3′-indoline]-1′-yl)methyl)benzoic acid). As a reaction SMILES: C[O:2][C:3](=[O:12])[C:4]1[CH:9]=[CH:8][CH:7]=[C:6]([CH2:10]Br)[CH:5]=1.[Cl:13][C:14]1[CH:15]=[C:16]([C@@H:21]2[C@:23]3([C:31]4[C:26](=[CH:27][CH:28]=[CH:29][CH:30]=4)[NH:25][C:24]3=[O:32])[CH2:22]2)[CH:17]=[CH:18][C:19]=1[F:20]>>[Cl:13][C:14]1[CH:15]=[C:16]([C@@H:21]2[C@:23]3([C:31]4[C:26](=[CH:27][CH:28]=[CH:29][CH:30]=4)[N:25]([CH2:10][C:6]4[CH:5]=[C:4]([CH:9]=[CH:8][CH:7]=4)[C:3]([OH:2])=[O:12])[C:24]3=[O:32])[CH2:22]2)[CH:17]=[CH:18][C:19]=1[F:20]. Procedure details: The title compound was prepared in analogy to Example 1 starting from 3-bromomethyl-benzoic acid methyl ester (commercially available), (1R,2S) and (1S,2R)-2-(3-chloro-4-fluorophenyl)spiro[cyclopropane-1,3′-indolin]-2′-one prepared as in Scheme 1. LC/MS m/e calcd. for C24H17ClFNO3: 421, observed (M+H)+: 422.2 1H NMR (400 MHz, DMSO-d6) δppm 2.04-2.15 (m, 1 H) 2.40-2.49 (m, 1 H) 3.21 (t, 1 H) 5.09 (s, 2 H) 6.18 (d, 1 H) 6.75 (t, 1 H) 6.96 (d, 1 H) 7.06-7.14 (m, 1 H) 7.29-7.39 (m, 2 H) 7.46-7.53 (m... Starting materials: Cl, C(C1=CC=CC=C1)OC1=CC=C2C(CN(C2=C1)S(=O)(=O)C)CO[Si](C(C)(C)C)(C1=CC=CC=C1)C1=CC=CC=C1 (6-(Benzyloxy)-3-[(diphenyl-tert-butyl-silyl)oxymethyl]-1-(methylsulfonyl)-2,3 dihydro-1H-indole), C(C1=CC=CC=C1)OC=1C2=C(C=3C(CN(C3C1)C(=O)OC(C)(C)C)CO)C=CC=C2 (5-(Benzyloxy)-3-(tert-butyloxycarbonyl)-(hydroxymethyl)-1,2-dihydro-3H-benz[e) indole). Product: C(C1=CC=CC=C1)OC=1C2=C(C=3C(CN(C3C1)C(=O)OC(C)(C)C)CO[Si](C(C)(C)C)(C1=CC=CC=C1)C1=CC=CC=C1)C=CC=C2 (5-(Benzyloxy)-3-(tert-butyloxycarbonyl)-1-[(diphenyl-tert-buty-silyl)oxymethyl]-1,2-dihydro-3H-benz[e] indole). Yield: 96.0%. Reaction SMILES: C(OC1C=C2C(C(CO[Si:24]([C:35]3[CH:40]=[CH:39][CH:38]=[CH:37][CH:36]=3)([C:29]3[CH:34]=[CH:33][CH:32]=[CH:31][CH:30]=3)[C:25]([CH3:28])([CH3:27])[CH3:26])CN2S(C)(=O)=O)=CC=1)C1C=CC=CC=1.[CH2:41]([O:48][C:49]1[C:50]2[CH:70]=[CH:69][CH:68]=[CH:67][C:51]=2[C:52]2[CH:53]([CH2:65][OH:66])[CH2:54][N:55]([C:58]([O:60][C:61]([CH3:64])([CH3:63])[CH3:62])=[O:59])[C:56]=2[CH:57]=1)[C:42]1[CH:47]=[CH:46][CH:45]=[CH:44][CH:43]=1>>[CH2:41]([O:48][C:49]1[C:50]2[CH:70]=[CH:69][CH:68]=[CH:67][C:51]=2[C:52]2[CH:53]([CH2:65][O:66][Si:24]([C:29]3[CH:34]=[CH:33][CH:32]=[CH:31][CH:30]=3)([C:35]3[CH:36]=[CH:37][CH:38]=[CH:39][CH:40]=3)[C:25]([CH3:28])([CH3:26])[CH3:27])[CH2:54][N:55]([C:58]([O:60][C:61]([CH3:63])([CH3:64])[CH3:62])=[O:59])[C:56]=2[CH:57]=1)[C:42]1[CH:43]=[CH:44][CH:45]=[CH:46][CH:47]=1. Procedure details: This was synthesized essentially as described for the Cl based analog in A (1) above from 5-(Benzyloxy)-3-(tert-butyloxycarbonyl)-(hydroxymethyl)-1,2-dihydro-3H-benz[e) indole (synthesized as described in D. L Boger et al., J. Org. Chem., 1992, 57, 2873-2876). The product was obtained as a pale yellow oil (96% yield). Starting materials: COC1=CC=C(CN2C=3C=4C(=CC(=NC4CC2)NC(=O)N[C@H](C)C2=CC=CC=C2)N(N3)C(C3=CC=CC=C3)(C3=CC=CC=C3)C3=CC=CC=C3)C=C1 ((R)-1-(3-(4-methoxybenzyl)-1-trityl-1,3,4,5-tetrahydropyrazolo[3,4,5-de][1,6]naphthyridin-7-yl)-3-(1-phenylethyl)urea), C(C)[SiH](CC)CC (triethylsilane). Solvent: C(=O)(C(F)(F)F)O (TFA). Reaction conditions: time 30 minute. Product: C1(=CC=CC=C1)[C@@H](C)NC(=O)NC1=NC=2CCNC=3C2C(=C1)NN3 ((R)-1-(1-phenylethyl)-3-(1,3,4,5-tetrahydropyrazolo[3,4,5-de][1,6]naphthyridin-7-yl)urea). Reaction SMILES: COC1C=CC(C[N:8]2[CH2:17][CH2:16][C:15]3[N:14]=[C:13]([NH:18][C:19]([NH:21][C@@H:22]([C:24]4[CH:29]=[CH:28][CH:27]=[CH:26][CH:25]=4)[CH3:23])=[O:20])[CH:12]=[C:11]4[N:30](C(C5C=CC=CC=5)(C5C=CC=CC=5)C5C=CC=CC=5)[N:31]=[C:9]2[C:10]=34)=CC=1.C([SiH](CC)CC)C>C(O)(C(F)(F)F)=O>[C:24]1([C@H:22]([NH:21][C:19]([NH:18][C:13]2[CH:12]=[C:11]3[NH:30][N:31]=[C:9]4[C:10]3=[C:15]([CH2:16][CH2:17][NH:8]4)[N:14]=2)=[O:20])[CH3:23])[CH:25]=[CH:26][CH:27]=[CH:28][CH:29]=1. Procedure details: (R)-1-(3-(4-methoxybenzyl)-1-trityl-1,3,4,5-tetrahydropyrazolo[3,4,5-de][1,6]naphthyridin-7-yl)-3-(1-phenylethyl)urea (22 mg, 0.032 mmol) was taken in TFA (0.1 mL) and stirred at room temperature for 30 minutes. To the reaction was added triethylsilane (21 uL, 0.128 mmol) stirred for 15 minutes at room temperature then heated to 80° C. for 30 minutes. The reaction mixture was concentrated, taken in DCM and washed with aqueous sodium bicarbonate, brine, dried with sodium sulfate and concentrated....